From a dataset of the Open Reaction Database (ORD), a public repository of structured organic reaction records. describe an organic reaction: reactants, conditions, products, and yield The reactants are C=CC1CN(Cc2ccccc2)CCN1Cc1ccccc1, B1C2CCCC1CCC2, COc1ccccc1I, [Na+], [OH-], [Pd], c1ccc(P(c2ccccc2)c2ccccc2)cc1, c1ccc(P(c2ccccc2)c2ccccc2)cc1, c1ccc(P(c2ccccc2)c2ccccc2)cc1, c1ccc(P(c2ccccc2)c2ccccc2)cc1, c1ccc(P(c2ccccc2)c2ccccc2)cc1. Product: COc1ccccc1CCC1CN(Cc2ccccc2)CCN1Cc1ccccc1. Reaction SMILES: [CH2:1]([c:2]1[cH:3][cH:4][cH:5][cH:6][cH:7]1)[N:8]1[CH:9]([CH:21]=[CH2:22])[CH2:10][N:11]([CH2:14][c:15]2[cH:16][cH:17][cH:18][cH:19][cH:20]2)[CH2:12][CH2:13]1.[CH:23]12[CH2:24][CH2:25][CH2:26][CH:27]([BH:28]1)[CH2:29][CH2:30][CH2:31]2.[I:32][c:33]1[c:34]([O:39][CH3:40])[cH:35][cH:36][cH:37][cH:38]1.[Na+:61].[OH-:60].[Pd:62].[c:101]1([P:102]([c:103]2[cH:104][cH:105][cH:106][cH:107][cH:108]2)[c:109]2[cH:110][cH:111][cH:112][cH:113][cH:114]2)[cH:115][cH:116][cH:117][cH:118][cH:119]1.[c:120]1([P:121]([c:122]2[cH:123][cH:124][cH:125][cH:126][cH:127]2)[c:128]2[cH:129][cH:130][cH:131][cH:132][cH:133]2)[cH:134][cH:135][cH:136][cH:137][cH:138]1.[c:41]1([P:42]([c:43]2[cH:44][cH:45][cH:46][cH:47][cH:48]2)[c:49]2[cH:50][cH:51][cH:52][cH:53][cH:54]2)[cH:55][cH:56][cH:57][cH:58][cH:59]1.[c:63]1([P:64]([c:65]2[cH:66][cH:67][cH:68][cH:69][cH:70]2)[c:71]2[cH:72][cH:73][cH:74][cH:75][cH:76]2)[cH:77][cH:78][cH:79][cH:80][cH:81]1.[c:82]1([P:83]([c:84]2[cH:85][cH:86][cH:87][cH:88][cH:89]2)[c:90]2[cH:91][cH:92][cH:93][cH:94][cH:95]2)[cH:96][cH:97][cH:98][cH:99][cH:100]1>>[CH2:1]([c:2]1[cH:3][cH:4][cH:5][cH:6][cH:7]1)[N:8]1[CH:9]([CH2:21][CH2:22][c:33]2[c:34]([O:39][CH3:40])[cH:35][cH:36][cH:37][cH:38]2)[CH2:10][N:11]([CH2:14][c:15]2[cH:16][cH:17][cH:18][cH:19][cH:20]2)[CH2:12][CH2:13]1. Reactants: CCN(CC)CCCl, COCCN, Cl. Yields the product CCN(CC)CCNCCOC. RXN SMILES: [CH2:2]([CH3:3])[N:4]([CH2:5][CH2:6][Cl:7])[CH2:8][CH3:9].[CH3:10][O:11][CH2:12][CH2:13][NH2:14].[ClH:1]>>[CH2:2]([CH3:3])[N:4]([CH2:5][CH2:6][NH:14][CH2:13][CH2:12][O:11][CH3:10])[CH2:8][CH3:9]. Reactants: FC1=C(C(=C(C=C1)F)F)F (1,2,3,4-Tetrafluorobenzene), Br.[Na] (sodium hydrobromide), C(CO)O (ethyleneglycol), Cl (hydrochloric acid). Solvent: O (water). Conditions: time 3 hour. Product: FC1=C(OCCO)C(=CC=C1F)F (2-(2,3,6-trifluorophenoxy) ethanol). Reaction SMILES: [F:1][C:2]1[CH:7]=[CH:6][C:5]([F:8])=[C:4]([F:9])[C:3]=1F.Br.[Na].[CH2:13]([OH:16])[CH2:14][OH:15].Cl>O>[F:9][C:4]1[C:5]([F:8])=[CH:6][CH:7]=[C:2]([F:1])[C:3]=1[O:15][CH2:14][CH2:13][OH:16] |f:1.2,^1:11|. Procedure details: 1,2,3,4-Tetrafluorobenzene (67.7 g), sodium hydrobromide (20.8 g), and 200 ml of ethyleneglycol are refluxed with good stirring for 3 hours. The reaction mixture is poured into water (800 ml), acidified with 10% hydrochloric acid and then extracted with ether. The ether is washed with dilute sodium hydroxide and water, and then distilled under vacuum to give 2-(2,3,6-trifluorophenoxy) ethanol), b.p. about 100° at 15 min. The reactants are CS(C)=O, C[S+](C)(C)=O, CC1(C)CCC(C)(C)c2cc(C=O)ccc21, [I-], C1CCOC1. The product is CC1(C)CCC(C)(C)c2cc(C3CO3)ccc21. RXN SMILES: [CH3:23][S:24](=[O:25])[CH3:26].[CH3:2][S+:3]([CH3:4])([CH3:5])=[O:6].[CH3:7][C:8]1([CH3:22])[c:9]2[cH:10][cH:11][c:12]([CH:20]=[O:21])[cH:13][c:14]2[C:15]([CH3:18])([CH3:19])[CH2:16][CH2:17]1.[I-:1].[O:27]1[CH2:28][CH2:29][CH2:30][CH2:31]1>>[CH2:2]1[CH:20]([c:12]2[cH:11][cH:10][c:9]3[c:14]([cH:13]2)[C:15]([CH3:18])([CH3:19])[CH2:16][CH2:17][C:8]3([CH3:7])[CH3:22])[O:21]1.